Dataset: the Open Reaction Database (ORD), a public repository of structured organic reaction records. Task: describe an organic reaction: reactants, conditions, products, and yield Reactants: NC=1C=CC=C2CCC(NC12)=O (8-Amino-3,4-dihydrocarbostyril), Br.BrCCNCCBr (bis(β-bromoethyl)amine hydrobromide), C([O-])([O-])=O.[Na+].[Na+] (sodium carbonate). Solvent: CO (methanol). Reaction conditions: time 9 hour. The product is Br.N1(CCNCC1)C=1C=CC=C2CCC(NC12)=O (8-(1-piperazinyl)-3,4-dihydrocarbostyril hydrobromide). Yield: 16.6%. As a reaction SMILES: [NH2:1][C:2]1[CH:3]=[CH:4][CH:5]=[C:6]2[C:11]=1[NH:10][C:9](=[O:12])[CH2:8][CH2:7]2.Br.[Br:14][CH2:15][CH2:16][NH:17][CH2:18][CH2:19]Br.C(=O)([O-])[O-].[Na+].[Na+]>CO>[BrH:14].[N:1]1([C:2]2[CH:3]=[CH:4][CH:5]=[C:6]3[C:11]=2[NH:10][C:9](=[O:12])[CH2:8][CH2:7]3)[CH2:19][CH2:18][NH:17][CH2:16][CH2:15]1 |f:1.2,3.4.5,7.8|. Reported procedure: 8-Amino-3,4-dihydrocarbostyril (7.5 g, 46.2 mmols) and bis(β-bromoethyl)amine hydrobromide (15.9 g, 50.8 mmols) were suspended in methanol and the suspension was heated under reflux while stirring for 9 hours. After adding 2.5 g of sodium carbonate, the reaction mixture was further heated under reflux for 8 hours while stirring, and stirred on an ice bath for 1 hours. Crystals which precipitated were collected by filtration. The crude crystals thus obtained were recrystallized from methanol-ethe...